This data is from the Open Reaction Database (ORD), a public repository of structured organic reaction records. The task is: describe an organic reaction: reactants, conditions, products, and yield Starting materials: CCCC(=O)Cl, C1CCOC1, [H-], N#CCC#N, [Na+]. The product is CCCC(O)=C(C#N)C#N. Reaction SMILES: [C:8]([CH2:9][CH2:10][CH3:11])(=[O:12])[Cl:13].[CH2:14]1[O:15][CH2:16][CH2:17][CH2:18]1.[H-:1].[N:3]#[C:4][CH2:5][C:6]#[N:7].[Na+:2]>>[N:3]#[C:4][C:5]([C:6]#[N:7])=[C:8]([CH2:9][CH2:10][CH3:11])[OH:12]. Starting materials: FC(C1=NC(=C(C(=C1C(=O)OC)CC1CC1)CO)C(F)(F)F)F (methyl 2-(difluoromethyl)-5-(hydroxymethyl)-4-(cyclopropylmethyl)-6-(trifluoromethyl)-3-pyridine-carboxylate), compound A4, C(C1=CC=CC=C1)(=O)Cl (Benzoyl chloride). Run in C(C)N(CC)CC (triethylamine). Yields the product C(C1=CC=CC=C1)(=O)OCC=1C(=C(C(=NC1C(F)(F)F)C(F)F)C(=O)OC)CC1CC1 (Methyl 5-(Benzoyloxymethyl)-2-(difluoromethyl)4-(cyclopropyl-methyl)-6-(trifluoromethyl)-3-pyridinecarboxylate). Reaction SMILES: [F:1][CH:2]([F:23])[C:3]1[C:8]([C:9]([O:11][CH3:12])=[O:10])=[C:7]([CH2:13][CH:14]2[CH2:16][CH2:15]2)[C:6]([CH2:17][OH:18])=[C:5]([C:19]([F:22])([F:21])[F:20])[N:4]=1.[C:24](Cl)(=[O:31])[C:25]1[CH:30]=[CH:29][CH:28]=[CH:27][CH:26]=1>C(N(CC)CC)C>[C:24]([O:18][CH2:17][C:6]1[C:7]([CH2:13][CH:14]2[CH2:15][CH2:16]2)=[C:8]([C:9]([O:11][CH3:12])=[O:10])[C:3]([CH:2]([F:1])[F:23])=[N:4][C:5]=1[C:19]([F:22])([F:20])[F:21])(=[O:31])[C:25]1[CH:30]=[CH:29][CH:28]=[CH:27][CH:26]=1. Reported procedure: Reaction of methyl 2-(difluoromethyl)-5-(hydroxymethyl)-4-(cyclopropylmethyl)-6-(trifluoromethyl)-3-pyridine-carboxylate (U.S. Pat. No. 5,169,432 example A compound A4) with Benzoyl chloride and triethylamine according to the procedure in example 99 of U.S. Pat. No. 5,169,432 gave the product. The reactants are N(=[N+]=[N-])C=1C(=NC(=CC1C(=O)OC)C1=CC=C(C=C1)OC)C=1C=NC(=CC1)OC (methyl 3-azido-6′-methoxy-6-(4-methoxyphenyl)-2,3′-bipyridine-4-carboxylate). The solvent is ClC1=C(C=CC=C1)Cl (1,2-dichlorobenzene). Yields the product COC1=CC=C2C(=N1)NC1=C2N=C(C=C1C(=O)OC)C1=CC=C(C=C1)OC (methyl 7-methoxy-2-(4-methoxyphenyl)-5H-pyrido[2′,3′:4,5]pyrrolo[2,3-b]pyridine-4-carboxylate). Isolated yield 71.0%. Reaction SMILES: [N:1]([C:4]1[C:5]([C:22]2[CH:23]=[N:24][C:25]([O:28][CH3:29])=[CH:26][CH:27]=2)=[N:6][C:7]([C:14]2[CH:19]=[CH:18][C:17]([O:20][CH3:21])=[CH:16][CH:15]=2)=[CH:8][C:9]=1[C:10]([O:12][CH3:13])=[O:11])=[N+]=[N-]>ClC1C=CC=CC=1Cl>[CH3:29][O:28][C:25]1[N:24]=[C:23]2[NH:1][C:4]3[C:9]([C:10]([O:12][CH3:13])=[O:11])=[CH:8][C:7]([C:14]4[CH:19]=[CH:18][C:17]([O:20][CH3:21])=[CH:16][CH:15]=4)=[N:6][C:5]=3[C:22]2=[CH:27][CH:26]=1. Reported procedure: A solution of methyl 3-azido-6′-methoxy-6-(4-methoxyphenyl)-2,3′-bipyridine-4-carboxylate (120 mg, 0.31 mmol) in 1,2-dichlorobenzene (4 mL) was heated at 180° C. for 10 min with gas evolution. The solvent was removed under vacuum and the product was purified by silica gel radial chromatography (step gradient elution with hexane containing 50 to 100% methylene chloride). This gave methyl 7-methoxy-2-(4-methoxyphenyl)-5H-pyrido[2′,3′:4,5]pyrrolo[2,3-b]pyridine-4-carboxylate (80 mg, 72% yield) as a... Starting materials: ice, B(F)(F)F.CCOCC (boron trifluoride etherate), S(=O)(=O)([O-])[O-].[Mg+2] (Magnesium sulfate), OC1OC(C2=CC(=CC=C12)[N+](=O)[O-])=O (3-Hydroxy-6-nitro-1(3H)-isobenzofuranone), C(CCS)S (propane-1,3-dithiol). The solvent is C(Cl)(Cl)Cl (chloroform). Conditions: time 8 hour. Product: S1C(SCCC1)C1=C(C(=O)O)C=C(C=C1)[N+](=O)[O-] (2-[1,3-Dithian-2-yl]-5-nitrobenzoic acid). Reaction SMILES: O[CH:2]1[C:10]2[C:5](=[CH:6][C:7]([N+:11]([O-:13])=[O:12])=[CH:8][CH:9]=2)[C:4](=[O:14])[O:3]1.[CH2:15]([SH:19])[CH2:16][CH2:17][SH:18].B(F)(F)F.CCOCC.S([O-])([O-])(=O)=O.[Mg+2]>C(Cl)(Cl)Cl>[S:18]1[CH2:17][CH2:16][CH2:15][S:19][CH:2]1[C:10]1[CH:9]=[CH:8][C:7]([N+:11]([O-:13])=[O:12])=[CH:6][C:5]=1[C:4]([OH:3])=[O:14] |f:2.3,4.5|. Reported procedure: To an ice-cooled mixture of the Compound 3a (5.00 g, 25.6 mmol) and propane-1,3-dithiol (2.92 g, 27 mmol) in chloroform (75 mL) was added boron trifluoride etherate (2 mL). The mixture was stirred and allowed to warm to room temperature. After stirring for 3 hours, most of the solid had dissolved. Magnesium sulfate was added to dry the solution, and stirring was continued overnight. Filtration and evaporation of the solvent afforded a light yellow solid. This material was triturated with butyl c... The reactants are CC(C)(C)N1C(=O)C(Cl)=C(c2ccccc2)S1(=O)=O, CC#N, Nc1ccc(N2CCOCC2)nc1. Product: CC(C)(C)N1C(=O)C(Nc2ccc(N3CCOCC3)nc2)=C(c2ccccc2)S1(=O)=O. RXN SMILES: [C:1]([CH3:2])([CH3:3])([CH3:4])[N:5]1[S:6](=[O:18])(=[O:19])[C:7]([c:12]2[cH:13][cH:14][cH:15][cH:16][cH:17]2)=[C:8]([Cl:11])[C:9]1=[O:10].[CH3:33][C:34]#[N:35].[O:20]1[CH2:21][CH2:22][N:23]([c:26]2[cH:27][cH:28][c:29]([NH2:32])[cH:30][n:31]2)[CH2:24][CH2:25]1>>[C:1]([CH3:2])([CH3:3])([CH3:4])[N:5]1[S:6](=[O:18])(=[O:19])[C:7]([c:12]2[cH:13][cH:14][cH:15][cH:16][cH:17]2)=[C:8]([NH:32][c:29]2[cH:28][cH:27][c:26]([N:23]3[CH2:22][CH2:21][O:20][CH2:25][CH2:24]3)[n:31][cH:30]2)[C:9]1=[O:10]. The reactants are O (water), C1NCC2=CC=CC=C12 (isoindoline), C(C)OC(=O)OC1=C(C=C(C=CCCl)C=C1)OC (4-ethoxycarbonyloxy-3-methoxy-cinnamyl chloride). The solvent is [OH-].[K+] (potassium hydroxide), CO (methanol), C1=CC=CC=C1 (benzene), C1=CC=CC=C1 (benzene). Conditions: time 1 hour. Yields the product OC1=C(C=C(C=CCN2CC3=CC=CC=C3C2)C=C1)OC (N-(4-hydroxy-3-methoxycinnamyl)-isoindoline). Isolated yield 71.7%. RXN SMILES: [CH2:1]1[C:9]2[C:4](=[CH:5][CH:6]=[CH:7][CH:8]=2)[CH2:3][NH:2]1.C(OC([O:15][C:16]1[CH:25]=[CH:24][C:19]([CH:20]=[CH:21][CH2:22]Cl)=[CH:18][C:17]=1[O:26][CH3:27])=O)C.O>C1C=CC=CC=1.[OH-].[K+].CO>[OH:15][C:16]1[CH:25]=[CH:24][C:19]([CH:20]=[CH:21][CH2:22][N:2]2[CH2:3][C:4]3[C:9](=[CH:8][CH:7]=[CH:6][CH:5]=3)[CH2:1]2)=[CH:18][C:17]=1[O:26][CH3:27] |f:4.5|. Procedure: The process for preparing this compound will be described below, along with its physical properties. A solution of 5.6 grams of isoindoline in 50 milliliters of benzene is added dropwise to a solution of 4.7 grams of 4-ethoxycarbonyloxy-3-methoxy-cinnamyl chloride in 30 milliliters of benzene, after which the mixture is stirred for 1 hour at room temperature and then for 2 hours at 60° C. After completion of the reaction, water is added to the reaction mixture and extracted with benzene followed...